Dataset: the Open Reaction Database (ORD), a public repository of structured organic reaction records. Task: describe an organic reaction: reactants, conditions, products, and yield Reactants: CC[C@@H]1[C@@]([C@@H]([C@H](/C(=N/O)/[C@@H](C[C@@]([C@@H]([C@H]([C@@H]([C@H](C(=O)O1)C)O[C@H]2C[C@@]([C@H]([C@@H](O2)C)O)(C)OC)C)O[C@H]3[C@@H]([C@H](C[C@H](O3)C)N(C)C)O)(C)OC)C)C)O)(C)O (6-0-methylerythromycin A 9-oxime), S(=O)(O)[O-].[Na+] (sodium hydrogen sulfite), C(C)O (ethanol), C([O-])([O-])=O.[Na+].[Na+] (sodium carbonate). The solvent is O (water), O (water). Run at time 6 hour. The product is CC[C@@H]1[C@@]([C@@H]([C@H](C(=O)[C@@H](C[C@@]([C@@H]([C@H]([C@@H]([C@H](C(=O)O1)C)O[C@H]2C[C@@]([C@H]([C@@H](O2)C)O)(C)OC)C)O[C@H]3[C@@H]([C@H](C[C@H](O3)C)N(C)C)O)(C)OC)C)C)O)(C)O (6-0-methylerythromycin A). RXN SMILES: [CH3:1][CH2:2][C@H:3]1[O:19][C:17](=[O:18])[C@H:16]([CH3:20])[C@@H:15]([O:21][C@@H:22]2[O:27][C@@H:26]([CH3:28])[C@H:25]([OH:29])[C@@:24]([O:31][CH3:32])([CH3:30])[CH2:23]2)[C@H:14]([CH3:33])[C@@H:13]([O:34][C@@H:35]2[O:40][C@H:39]([CH3:41])[CH2:38][C@H:37]([N:42]([CH3:44])[CH3:43])[C@H:36]2[OH:45])[C@@:12]([O:47][CH3:48])([CH3:46])[CH2:11][C@@H:10](C)/[C:7](=N\O)/[C@H](C)[C@@H:5]([OH:51])[C@@:4]1([OH:53])[CH3:52].S([O-])(O)=O.[Na+].[C:59](=O)([O-])[O-].[Na+].[Na+].[CH2:65]([OH:67])[CH3:66]>O>[CH3:1][CH2:2][C@H:3]1[O:19][C:17](=[O:18])[C@H:16]([CH3:20])[C@@H:15]([O:21][C@@H:22]2[O:27][C@@H:26]([CH3:28])[C@H:25]([OH:29])[C@@:24]([O:31][CH3:32])([CH3:30])[CH2:23]2)[C@H:14]([CH3:33])[C@@H:13]([O:34][C@@H:35]2[O:40][C@H:39]([CH3:41])[CH2:38][C@H:37]([N:42]([CH3:43])[CH3:44])[C@H:36]2[OH:45])[C@@:12]([O:47][CH3:48])([CH3:46])[CH2:11][C@@H:10]([CH3:7])[C:65](=[O:67])[C@H:66]([CH3:59])[C@@H:5]([OH:51])[C@@:4]1([OH:53])[CH3:52] |f:1.2,3.4.5|. Procedure details: 3 g of 6-0-methylerythromycin A 9-oxime and 3.27 g of sodium hydrogen sulfite were dissolved in a mixture of 30 ml of ethanol and 30 ml of water, and the solution was refluxed with stirring for 6 hours. The solution was cooled to room temperature, 60 ml of water was added, and the pH of the solution was adjusted to more than 10 with a saturated aqueous sodium carbonate solution. The precipitate which formed was collected by filtration, washed throughly with water and recrystallized from ethanol ... Starting materials: crude residue, crude residue, BrC1=CC(=C(C=C1)[N+](=O)[O-])F (4-bromo-2-fluoro-1-nitrobenzene), C(=O)([O-])[O-].[Cs+].[Cs+] (Cs2CO3), NC1CN(C1)C(=O)OC(C)(C)C (tert-butyl 3-aminoazetidine-1-carboxylate), CC(OCC)(OCC)OCC (MeC(OEt)3). Reagents/catalysts: [Pt] (Pt/C). The solvent is CN(C)C=O (DMF), CCO.CCOC(=O)C (EtOH EtOAc), CC(=O)O (AcOH), CCOC(=O)C (EtOAc), O (H2O). Conditions: time 16 hour. Product: BrC=1C=CC2=C(N(C(=N2)C)C2CN(C2)C(=O)OC(C)(C)C)C1 (tert-butyl 3-(6-bromo-2-methyl-1H-benzo[d]imidazol-1-yl)azetidine-1-carboxylate). RXN SMILES: [Br:1][C:2]1[CH:7]=[CH:6][C:5]([N+:8]([O-])=O)=[C:4](F)[CH:3]=1.C([O-])([O-])=O.[Cs+].[Cs+].[NH2:18][CH:19]1[CH2:22][N:21]([C:23]([O:25][C:26]([CH3:29])([CH3:28])[CH3:27])=[O:24])[CH2:20]1.[CH3:30][C:31](OCC)(OCC)OCC>CN(C=O)C.CCOC(C)=O.O.CCO.CCOC(C)=O.CC(O)=O.[Pt]>[Br:1][C:2]1[CH:7]=[CH:6][C:5]2[N:8]=[C:30]([CH3:31])[N:18]([CH:19]3[CH2:20][N:21]([C:23]([O:25][C:26]([CH3:29])([CH3:28])[CH3:27])=[O:24])[CH2:22]3)[C:4]=2[CH:3]=1 |f:1.2.3,9.10|. Procedure details: A flask was charged with 4-bromo-2-fluoro-1-nitrobenzene (529 mg, 2.41 mmol), Cs2CO3 (2.45 g, 7.52 mmol), and diluted with DMF (6 mL). To this was added tert-butyl 3-aminoazetidine-1-carboxylate (0.75 mL, 4.78 mmol) at room temperature and the reaction mixture was allowed to stir for 16 hours. The mixture was diluted with EtOAc and H2O and the layers were separated. The aqueous layer was extracted with EtOAc and the combined organic extracts were dried over Na2SO4, filtered through a small pad o...